This data is from the Open Reaction Database (ORD), a public repository of structured organic reaction records. The task is: describe an organic reaction: reactants, conditions, products, and yield The reactants are CCO, CO, COC(=O)P(=O)(O)O, CNN, O. RXN SMILES: [CH2:15]([OH:16])[CH3:17].[CH3:13][OH:14].[CH3:1][O:2][C:3](=[O:4])[P:5](=[O:6])([OH:7])[OH:8].[CH3:9][NH:10][NH2:11].[OH2:12]>>[O:2]=[C:3]([P:5](=[O:6])([OH:7])[OH:8])[N:10]([CH3:9])[NH2:11]. Product: CN(N)C(=O)P(=O)(O)O. Reaction SMILES: [H-].[Na+].[CH2:3]([C:5]1[CH:6]=[CH:7][C:8]2[C:14](=[O:15])[CH2:13][CH2:12][CH2:11][O:10][C:9]=2[CH:16]=1)[CH3:4].Cl.[CH3:18][O:19][C:20](=O)[O:21]C>>[CH3:18][O:19][C:20]([CH:13]1[CH2:12][CH2:11][O:10][C:9]2[CH:16]=[C:5]([CH2:3][CH3:4])[CH:6]=[CH:7][C:8]=2[C:14]1=[O:15])=[O:21] |f:0.1|. Product: COC(=O)C1C(C2=C(OCC1)C=C(C=C2)CC)=O (8-Ethyl-5-oxo-2,3,4,5-tetrahydro-benzo[b]oxepine-4-carboxylic acid methyl ester). Run in paraffin. Procedure: A suspension of sodiumhydride in paraffin (0.42 g, 60%) was added to 4 ml of dimethylcarbonate. To this suspension 8-Ethyl-3,4-dihydro-2H-benzo[b]oxepin-5-one (5.3 mmol) dissolved in 2 ml dimethylcarbonate was added dropwise at room temperature. The mixture was refluxed for two hours, cooled to room temperature and stirred overnight. 25 ml of 2 mol/l hydrochloric acid were added to the mixture. The resulting solution was extracted by ethyl acetate. The organic phase was dried over sodiumsulfate ... Yield: 87.0%. The reactants are COC(OC)=O (dimethylcarbonate), [H-].[Na+] (sodiumhydride), C(C)C=1C=CC2=C(OCCCC2=O)C1 (8-Ethyl-3,4-dihydro-2H-benzo[b]oxepin-5-one), COC(OC)=O (dimethylcarbonate), Cl (hydrochloric acid). Run at time 8 hour. Starting materials: N(CC)CC (Et2NH), C1=CC=CC=2C3=CC=CC=C3C(C12)COC(=O)NCP(=O)(OC(CC)C1=C(C(N2CC=3C(=NC4=CC=CC=C4C3)C2=C1)=O)C)O ((±)-7-[1-[[[[[(9-fluorenylmethoxy)carbonyl]amino]methyl]hydroxyphosphinyl]oxy]propyl]-8-methylindolizino[1,2-b]quinolin-9(11H)-one). The solvent is O (H2O), O (H2O). Reaction conditions: time 3 hour. Yields the product NCP(=O)(OC(CC)C1=C(C(N2CC=3C(=NC4=CC=CC=C4C3)C2=C1)=O)C)O ((±)-7-[1-[[(Aminomethyl)hydroxyphosphinyl]oxy]propyl]-8-methylindolizino[1,2-b]quinolin-9(11H)-one), N(CC)CC (Et2NH). Reaction SMILES: [NH:1]([CH2:4][CH3:5])[CH2:2][CH3:3].C1C2C(COC([NH:23][CH2:24][P:25]([OH:50])([O:27][CH:28]([C:31]3[CH:47]=[C:46]4[N:34]([CH2:35][C:36]5[C:37]4=[N:38][C:39]4[C:44]([CH:45]=5)=[CH:43][CH:42]=[CH:41][CH:40]=4)[C:33](=[O:48])[C:32]=3[CH3:49])[CH2:29][CH3:30])=[O:26])=O)C3C(=CC=CC=3)C=2C=CC=1>O>[NH2:23][CH2:24][P:25]([OH:50])([O:27][CH:28]([C:31]1[CH:47]=[C:46]2[N:34]([CH2:35][C:36]3[C:37]2=[N:38][C:39]2[C:44]([CH:45]=3)=[CH:43][CH:42]=[CH:41][CH:40]=2)[C:33](=[O:48])[C:32]=1[CH3:49])[CH2:29][CH3:30])=[O:26].[NH:1]([CH2:4][CH3:5])[CH2:2][CH3:3]. Reported procedure: A mixture of Et2NH (10 mL) and (±)-7-[1-[[[[[(9-fluorenylmethoxy)carbonyl]amino]methyl]hydroxyphosphinyl]oxy]propyl]-8-methylindolizino[1,2-b]quinolin-9(11H)-one (328 mg, 0.51 mmol) was stirred at room temperature in a capped vial for 3 h. The reaction mixture was stripped to dryness, and H2O was added. The this partial solution was extracted with EtOAc, filtered and lyophilized to give a viscous oil which was triturated with CH3CN to produce a golden solid. The solid was dissolved in H2O and ly... The reactants are NC1=NC(=C(C(=N1)C=1OC=CC1)C#N)S(=O)C (2-amino-4-furan-2-yl-6-methanesulfinyl-pyrimidine-5-carbonitrile), NCCNC=1C=CC(=C(C1)N)[N+](=O)[O-] (N5-(2-amino-ethyl)-2-nitro-benzene-1,5-diamine), ( 46 ). Run in COCCOC (DME). Yields the product NC1=NC(=C(C(=N1)NCCNC1=CC(=C(C=C1)[N+](=O)[O-])N)C#N)C=1OC=CC1 (2-Amino-4-[2-(3-amino-4-nitro-phenylamino)-ethylamino]-6-furan-2-yl-pyrimidine-5-carbonitrile). Reaction SMILES: [NH2:1][C:2]1[N:7]=[C:6]([C:8]2[O:9][CH:10]=[CH:11][CH:12]=2)[C:5]([C:13]#[N:14])=[C:4](S(C)=O)[N:3]=1.[NH2:18][CH2:19][CH2:20][NH:21][C:22]1[CH:23]=[CH:24][C:25]([N+:29]([O-:31])=[O:30])=[C:26]([NH2:28])[CH:27]=1>COCCOC>[NH2:1][C:2]1[N:3]=[C:4]([NH:18][CH2:19][CH2:20][NH:21][C:22]2[CH:23]=[CH:24][C:25]([N+:29]([O-:31])=[O:30])=[C:26]([NH2:28])[CH:27]=2)[C:5]([C:13]#[N:14])=[C:6]([C:8]2[O:9][CH:10]=[CH:11][CH:12]=2)[N:7]=1. Procedure: From 2-amino-4-furan-2-yl-6-methanesulfinyl-pyrimidine-5-carbonitrile and N5-(2-amino-ethyl)-2-nitro-benzene-1,5-diamine in DME. ES-MS m/e (%): 403 (M+Na+, 50), 381 (M+H+, 100), 269 (46).